This data is from the Open Reaction Database (ORD), a public repository of structured organic reaction records. The task is: describe an organic reaction: reactants, conditions, products, and yield Reactants: NCC(=O)O (glycine), C(C)O (ethanol), NO (hydroxylamine). Product: ON[C@@H](C)C(=O)O.NCC(=O)O (N-hydroxy L-alanine glycine). As a reaction SMILES: [NH2:1][CH2:2][C:3]([OH:5])=[O:4].[NH2:6][OH:7].[CH2:8](O)C>>[OH:7][NH:6][C@H:2]([C:3]([OH:5])=[O:4])[CH3:8].[NH2:1][CH2:2][C:3]([OH:5])=[O:4] |f:3.4|. Reported procedure: 3 g of N-(R, 2-bromo propanoyl)-glycine obtained by condensation of 2-bromo propionic acid (prepared according to E. Fischer et al., Annalen, 357, 1 (1907) with the glycine are dissolved in 100 ml of anhydrous ethanol and stirred for 48 hours with anhydrous hydroxylamine according to Example 5. Starting materials: [Cl-].[Al+3].[Cl-].[Cl-] (Aluminium chloride), O (water), ClC1=C(C(=O)Cl)C=CC(=C1)Cl (2,4-dichlorobenzoyl chloride), COC(=O)C1=CC=C2C(=CNC2=C1)C (6-(methoxycarbonyl)-3-methylindole). Solvent: C(Cl)Cl (methylene chloride). Run at time 2.5 hour. The product is ClC1=C(C(=O)C=2NC3=CC(=CC=C3C2C)C(=O)OC)C=CC(=C1)Cl (2-(2,4-dichlorobenzoyl)-6-(methoxycarbonyl)-3-methylindole). Yield: 77.3%. RXN SMILES: [Cl-].[Al+3].[Cl-].[Cl-].[Cl:5][C:6]1[CH:14]=[C:13]([Cl:15])[CH:12]=[CH:11][C:7]=1[C:8](Cl)=[O:9].[CH3:16][O:17][C:18]([C:20]1[CH:28]=[C:27]2[C:23]([C:24]([CH3:29])=[CH:25][NH:26]2)=[CH:22][CH:21]=1)=[O:19].O>C(Cl)Cl>[Cl:5][C:6]1[CH:14]=[C:13]([Cl:15])[CH:12]=[CH:11][C:7]=1[C:8]([C:25]1[NH:26][C:27]2[C:23]([C:24]=1[CH3:29])=[CH:22][CH:21]=[C:20]([C:18]([O:17][CH3:16])=[O:19])[CH:28]=2)=[O:9] |f:0.1.2.3|. Procedure: Aluminium chloride (1.72 g) is suspended in methylene chloride (50 ml), to which are added 2,4-dichlorobenzoyl chloride (1.35 g) and then 6-(methoxycarbonyl)-3-methylindole (1.00 g), and stirred at room temperature for 16 hours and then at 40° C. for 2.5 hours. The reaction mixture is poured into water with ice, and then extracted with ethyl acetate (150 ml). The organic layer is washed three times with a saturated aqueous sodium hydrogencarbonate solution (50 ml) and then with a saturated salin...